This data is from the Open Reaction Database (ORD), a public repository of structured organic reaction records. The task is: describe an organic reaction: reactants, conditions, products, and yield The reactants are BrC=1C=NC=2N(C1)N=C(C2)C(=O)O (6-bromo-pyrazolo[1,5-a]pyrimidine-2-carboxylic acid), C1NCCC2=CC=C(C=C12)C#N (1,2,3,4-Tetrahydro-isoquinoline-7-carbonitrile). The product is BrC=1C=NC=2N(C1)N=C(C2)C(=O)N2CC1=CC(=CC=C1CC2)C#N (2-(6-Bromo-pyrazolo[1,5-a]pyrimidine-2-carbonyl-) 1,2,3,4-tetrahydro-isoquinoline-7-carbonitrile). RXN SMILES: [Br:1][C:2]1[CH:3]=[N:4][C:5]2[N:6]([N:8]=[C:9]([C:11]([OH:13])=O)[CH:10]=2)[CH:7]=1.[CH2:14]1[C:23]2[C:18](=[CH:19][CH:20]=[C:21]([C:24]#[N:25])[CH:22]=2)[CH2:17][CH2:16][NH:15]1>>[Br:1][C:2]1[CH:3]=[N:4][C:5]2[N:6]([N:8]=[C:9]([C:11]([N:15]3[CH2:16][CH2:17][C:18]4[C:23](=[CH:22][C:21]([C:24]#[N:25])=[CH:20][CH:19]=4)[CH2:14]3)=[O:13])[CH:10]=2)[CH:7]=1. Procedure: In close analogy to the procedure described in Example 1, 6-bromo-pyrazolo[1,5-a]pyrimidine-2-carboxylic acid is reacted with 1,2,3,4-Tetrahydro-isoquinoline-7-carbonitrile to provide the title compound in moderate yield. Starting materials: C1CCOC1, CCO, [Li+], [OH-], COC(=O)c1nc(-c2ccccc2)n2c1CN(C(=O)OC(C)(C)C)CC2. The product is CC(C)(C)OC(=O)N1CCn2c(-c3ccccc3)nc(C(=O)O)c2C1. Reaction SMILES: [CH2:32]1[O:33][CH2:34][CH2:35][CH2:36]1.[CH3:29][CH2:30][OH:31].[Li+:28].[OH-:27].[c:1]1(-[c:7]2[n:8][c:9]([C:23](=[O:24])[O:25][CH3:26])[c:10]3[n:11]2[CH2:12][CH2:13][N:14]([C:16](=[O:17])[O:18][C:19]([CH3:20])([CH3:21])[CH3:22])[CH2:15]3)[cH:2][cH:3][cH:4][cH:5][cH:6]1>>[c:1]1(-[c:7]2[n:8][c:9]([C:23](=[O:24])[OH:25])[c:10]3[n:11]2[CH2:12][CH2:13][N:14]([C:16](=[O:17])[O:18][C:19]([CH3:20])([CH3:21])[CH3:22])[CH2:15]3)[cH:2][cH:3][cH:4][cH:5][cH:6]1. Starting materials: O(C)C=1C=C(CN)C=CC1 (3-methoxylbenzylamine), C(C)(C)(C)OC(=O)C1=C(C=CC=C1)C1=CC=C(C=C1)CN1C(=C(C2=CC(=CC=C12)C(=O)O)C)C (1-((2′-(tert-butoxycarbonyl)biphenyl-4-yl)methyl)-2,3-dimethyl-1H-indole-5-carboxylic acid). The product is COC=1C=C(CNC(=O)C=2C=C3C(=C(N(C3=CC2)CC2=CC=C(C=C2)C=2C(=CC=CC2)C(=O)O)C)C)C=CC1 (4′-((5-(3-methoxybenzylcarbamoyl)-2,3-dimethyl-1H-indol-1-yl)methyl)biphenyl-2-carboxylic acid). RXN SMILES: [O:1]([C:3]1[CH:4]=[C:5]([CH:8]=[CH:9][CH:10]=1)[CH2:6][NH2:7])[CH3:2].C([O:15][C:16]([C:18]1[CH:23]=[CH:22][CH:21]=[CH:20][C:19]=1[C:24]1[CH:29]=[CH:28][C:27]([CH2:30][N:31]2[C:39]3[C:34](=[CH:35][C:36]([C:40](O)=[O:41])=[CH:37][CH:38]=3)[C:33]([CH3:43])=[C:32]2[CH3:44])=[CH:26][CH:25]=1)=[O:17])(C)(C)C>>[CH3:2][O:1][C:3]1[CH:4]=[C:5]([CH:8]=[CH:9][CH:10]=1)[CH2:6][NH:7][C:40]([C:36]1[CH:35]=[C:34]2[C:39](=[CH:38][CH:37]=1)[N:31]([CH2:30][C:27]1[CH:26]=[CH:25][C:24]([C:19]3[C:18]([C:16]([OH:17])=[O:15])=[CH:23][CH:22]=[CH:21][CH:20]=3)=[CH:29][CH:28]=1)[C:32]([CH3:44])=[C:33]2[CH3:43])=[O:41]. Reported procedure: The title compound was prepared following the same general protocol as described in Steps 8-9, Example 1, using 3-methoxylbenzylamine and 1-((2′-(tert-butoxycarbonyl)biphenyl-4-yl)methyl)-2,3-dimethyl-1H-indole-5-carboxylic acid. The reactants are [Al+3], [Cl-], [Cl-], [Cl-], Clc1ccc(Cl)c(Cl)c1, Cl, Fc1ccccc1, O=C(O)c1ccc2c(c1)C(=O)OC2=O. Product: O=C(O)c1ccc(C(=O)c2ccc(F)cc2)c(C(=O)O)c1. Reaction SMILES: [Al+3:23].[Cl-:22].[Cl-:24].[Cl-:25].[Cl:27][c:28]1[cH:29][c:30]([Cl:31])[c:32]([Cl:33])[cH:34][cH:35]1.[ClH:26].[F:15][c:16]1[cH:17][cH:18][cH:19][cH:20][cH:21]1.[OH:1][C:2](=[O:3])[c:4]1[cH:5][cH:6][c:7]2[c:13]([cH:14]1)[C:11](=[O:12])[O:10][C:8]2=[O:9]>>[OH:1][C:2](=[O:3])[c:4]1[cH:5][cH:6][c:7]([C:8](=[O:9])[c:19]2[cH:18][cH:17][c:16]([F:15])[cH:21][cH:20]2)[c:13]([C:11]([OH:10])=[O:12])[cH:14]1.